This data is from the Open Reaction Database (ORD), a public repository of structured organic reaction records. The task is: describe an organic reaction: reactants, conditions, products, and yield The reactants are BrB(Br)Br, COC(=O)c1c(F)cc(OC)cc1F. Product: COC(=O)c1c(F)cc(O)cc1F. RXN SMILES: [B:15]([Br:16])([Br:17])[Br:18].[F:1][c:2]1[c:3]([C:4](=[O:5])[O:6][CH3:7])[c:8]([F:14])[cH:9][c:10]([O:12][CH3:13])[cH:11]1>>[F:1][c:2]1[c:3]([C:4](=[O:5])[O:6][CH3:7])[c:8]([F:14])[cH:9][c:10]([OH:12])[cH:11]1.